Dataset: the Open Reaction Database (ORD), a public repository of structured organic reaction records. Task: describe an organic reaction: reactants, conditions, products, and yield The reactants are ice water, C(C)(=O)O[C@H](CCCCN1C(=O)N(C=2N=C(NC2C1=O)CO)C)C ((5)-1-(5-acetoxyhexyl)-8-hydroxymethyl-3-methylxanthine), C([O-])([O-])=O.[K+].[K+] (potassium carbonate), C(C1=CC=CC=C1)Br (benzyl bromide). Solvent: CN(C=O)C (dimethylformamide). Reaction conditions: time 8 hour. Product: C(C)(=O)O[C@H](CCCCN1C(=O)N(C=2N=C(N(C2C1=O)CC1=CC=CC=C1)CO)C)C ((S)-1-(5-acetoxyhexyl)-7-benzyl-8-hydroxymethyl-3-methylxanthine). The yield is 73.8%. RXN SMILES: [C:1]([O:4][C@@H:5]([CH3:24])[CH2:6][CH2:7][CH2:8][CH2:9][N:10]1[C:19](=[O:20])[C:18]2[NH:17][C:16]([CH2:21][OH:22])=[N:15][C:14]=2[N:13]([CH3:23])[C:11]1=[O:12])(=[O:3])[CH3:2].C(=O)([O-])[O-].[K+].[K+].[CH2:31](Br)[C:32]1[CH:37]=[CH:36][CH:35]=[CH:34][CH:33]=1>CN(C)C=O>[C:1]([O:4][C@@H:5]([CH3:24])[CH2:6][CH2:7][CH2:8][CH2:9][N:10]1[C:19](=[O:20])[C:18]2[N:17]([CH2:31][C:32]3[CH:37]=[CH:36][CH:35]=[CH:34][CH:33]=3)[C:16]([CH2:21][OH:22])=[N:15][C:14]=2[N:13]([CH3:23])[C:11]1=[O:12])(=[O:3])[CH3:2] |f:1.2.3|. Procedure details: To a suspension of (5)-1-(5-acetoxyhexyl)-8-hydroxymethyl-3-methylxanthine (prepared as described for synthesis of (R )-1-(5-hydroxyhexyl)-8-aminomethyl-3,7-dimethylxanthine libraries) (10.5 g, 31 mmol) and potassium carbonate (8.6 g, 62 mmol) in dimethylformamide (100 ml) was added benzyl bromide (8.67 g, 39 mmol). After stirring at room temperature overnight, the mixture was poured into ice water (250 ml) and stirred at 0-5° C. for 1 hour. The precipitate was filtered, rinsed with water (4x 50...